From a dataset of the Open Reaction Database (ORD), a public repository of structured organic reaction records. describe an organic reaction: reactants, conditions, products, and yield Starting materials: C(C1=CC=CC=C1)OCCC(CNS(=O)(=O)C1=CC=C(C=C1)C)(F)F (N-(4-benzyloxy-2,2-difluorobutyl)-p-toluenesulfonamide), [K].CC(C)([O-])C (potassium tert.-butoxide), BrCCCN1C(C=2C(C1=O)=CC=CC2)=O (N-3-bromopropyl-phthalimide), [I-].[Na+] (sodium iodide). The solvent is CN(C)C=O (DMF), [Cl-].[Na+].O (brine). Conditions: time 30 minute. The product is C1(C=2C(C(N1CCCN(CC(CCOCC1=CC=CC=C1)(F)F)S(=O)(=O)C1=CC=C(C=C1)C)=O)=CC=CC2)=O (1-phthalimido-4-p-toluenesulfonyl-6,6-difluoro-8-benzyloxy-4-aza-octane). RXN SMILES: [CH2:1]([O:8][CH2:9][CH2:10][C:11]([F:25])([F:24])[CH2:12][NH:13][S:14]([C:17]1[CH:22]=[CH:21][C:20]([CH3:23])=[CH:19][CH:18]=1)(=[O:16])=[O:15])[C:2]1[CH:7]=[CH:6][CH:5]=[CH:4][CH:3]=1.[K].CC(C)([O-])C.Br[CH2:33][CH2:34][CH2:35][N:36]1[C:40](=[O:41])[C:39]2=[CH:42][CH:43]=[CH:44][CH:45]=[C:38]2[C:37]1=[O:46].[I-].[Na+]>CN(C=O)C.[Cl-].[Na+].O>[C:37]1(=[O:46])[N:36]([CH2:35][CH2:34][CH2:33][N:13]([S:14]([C:17]2[CH:22]=[CH:21][C:20]([CH3:23])=[CH:19][CH:18]=2)(=[O:16])=[O:15])[CH2:12][C:11]([F:25])([F:24])[CH2:10][CH2:9][O:8][CH2:1][C:2]2[CH:3]=[CH:4][CH:5]=[CH:6][CH:7]=2)[C:40](=[O:41])[C:39]2=[CH:42][CH:43]=[CH:44][CH:45]=[C:38]12 |f:1.2,4.5,7.8.9,^1:25|. Procedure: To a solution of N-(4-benzyloxy-2,2-difluorobutyl)-p-toluenesulfonamide (7.0 g, 19 mM) in dry DMF (20 mL), is added potassium-tert.-butoxide (2.34 g, 21 mmoles), and the mixture is stirred for 30 minutes. To this mixture are added N-3-bromopropyl-phthalimide (5.1 g, 19 mmoles) and sodium iodide (0.33 g), and the entire mixture is then stirred overnight under nitrogen at room temperature. Following the addition of brine, the mixture is extracted with ether, washed with 1N HCl (twice), then with b... Starting materials: O\N=C(/C(=O)OCC)\C(C)=O (Ethyl (Z)-2hydroxyimino-3-oxobutyrate), C[C@H]1C[C@H](CCC1)O (cis 3-methylcyclohexanol). Yields the product C[C@@H]1C[C@H](CCC1)O\N=C(/C(=O)OCC)\C(C)=O (Ethyl (Z)-2-(trans 3-methylcyclohexyl)oxyimino-3-oxobutyrate). As a reaction SMILES: [OH:1]/[N:2]=[C:3](/[C:9](=[O:11])[CH3:10])\[C:4]([O:6][CH2:7][CH3:8])=[O:5].[CH3:12][C@@H:13]1[CH2:18][CH2:17][CH2:16][C@H:15](O)[CH2:14]1>>[CH3:12][C@H:13]1[CH2:18][CH2:17][CH2:16][C@H:15]([O:1]/[N:2]=[C:3](/[C:9](=[O:11])[CH3:10])\[C:4]([O:6][CH2:7][CH3:8])=[O:5])[CH2:14]1. Procedure details: Ethyl (Z)-2hydroxyimino-3-oxobutyrate (2.65 g, 16.7 mmol) was converted into the title compound by reaction with cis 3-methylcyclohexanol (1.9 g, 16.7 mmol) as described in Example 4a method 3. After purification the title compound was obtaind as a colourless oil (0.57 g, 11%) νmax (CHCl3) 1735, 1680, and 1590 cm-1 ; δH (CDCl3) 0.8-1.3 (1H, m,. partially obscured by d, δ 0.9); 0.90 (3H, d, J 6.5 Hz), 1.1-1.4 (1H, m, partially obscured by t, δ 1.33 ), 1.33 (3H, t, J 7.11 Hz), 1.4-1.8 (2H, m, part... The reactants are Cl.ClC(C(=O)N(C)C)C1=C(N=C2SC3=C(N21)C=CC=C3)C=3SC(=CC3)C (α-chloro-N,N-dimethyl-2-(5-methylthien-2-yl)imidazo[2,1-b]benzothiazole-3-acetamide hydrochloride), 43.6, C(O)S(=O)[O-].[Na+] (Rongalite). Solvent: ClCCl (dichloromethane). Run at time 6 hour. Product: CN(C(CC1=C(N=C2SC3=C(N21)C=CC=C3)C=3SC(=CC3)C)=O)C (N,N-Dimethyl-2-(5-methylthien-2-yl)imidazo[2,1-b]-benzothiazole-3-acetamide). Isolated yield 71.7%. As a reaction SMILES: Cl.Cl[CH:3]([C:9]1[N:16]2[C:12]([S:13][C:14]3[CH:20]=[CH:19][CH:18]=[CH:17][C:15]=32)=[N:11][C:10]=1[C:21]1[S:22][C:23]([CH3:26])=[CH:24][CH:25]=1)[C:4]([N:6]([CH3:8])[CH3:7])=[O:5].C(S([O-])=O)O.[Na+]>ClCCl>[CH3:8][N:6]([CH3:7])[C:4](=[O:5])[CH2:3][C:9]1[N:16]2[C:12]([S:13][C:14]3[CH:20]=[CH:19][CH:18]=[CH:17][C:15]=32)=[N:11][C:10]=1[C:21]1[S:22][C:23]([CH3:26])=[CH:24][CH:25]=1 |f:0.1,2.3|. Reported procedure: 40 g (0.0938 mole) of α-chloro-N,N-dimethyl-2-(5-methylthien-2-yl)imidazo[2,1-b]benzothiazole-3-acetamide hydrochloride in solution in 1200 ml of dichloromethane are treated with 43.6 (0.283 mole) of Rongalite®, while stirring the mixture at room temperature for 6 h. The suspension is filtered, it is rinsed with dichloromethane and the organic phase is washed (pH=1) with 500 ml of 0.5N sodium hydroxide up to a pH>10, then to neutral pH with a saturated sodium chloride solution. The organic phase... Starting materials: C[S-].[Na+] (Sodium thiomethoxide), BrC=1C=CC=2C(N(C(C3=CC=CC1C23)=O)O)=O (6-Bromo-2-hydroxy-benzo[de]isoquinoline-1,3-dione). Run in C(C)O (ethanol). Product: ON1C(C2=CC=CC=3C2=C(C1=O)C=CC3SC)=O (2-Hydroxy-6-methylthio-benzo[de]isoquinoline-1,3-dione). The yield is 77.1%. Reaction SMILES: [CH3:1][S-:2].[Na+].Br[C:5]1[CH:6]=[CH:7][C:8]2[C:9](=[O:20])[N:10]([OH:19])[C:11](=[O:18])[C:12]3[C:17]=2[C:16]=1[CH:15]=[CH:14][CH:13]=3>C(O)C>[OH:19][N:10]1[C:9](=[O:20])[C:8]2[CH:7]=[CH:6][C:5]([S:2][CH3:1])=[C:16]3[C:17]=2[C:12](=[CH:13][CH:14]=[CH:15]3)[C:11]1=[O:18] |f:0.1|. Procedure details: Sodium thiomethoxide (0.9 g, 12.0 mmol) was added to a solution of 6-bromo-2-hydroxy-benzo[de]isoquinoline-1,3-dione (1.2 g, 4.0 mmol, from Example 4) in ethanol (200 mL). The mixture was refluxed for 48 hours and concentrated. The solid residue was dissolved in water and acidified with concentrated HCl to pH 4. The resulting precipitate was filtered, washed with water, and dried to give 0.8 g of the title compound, mp 301-306° C.; Reactants: FC1=CC=C(C=C1)N1C(C(C1=O)CCC(O)C1=CC=C(C=C1)F)C1=C(C#N)C=CC=C1 ({1-(4-Fluorophenyl)-3-[3-(4-fluorophenyl)-3-hydroxypropyl]-4-oxoazetidin-2-yl}-benzonitrile), N (ammonia), [H][H] (hydrogen). The reagents and catalysts are [Ni] (Raney nickel). Solvent: C(C)O (ethanol). The product is NCC1=CC=C(C=C1)C1C(C(N1C1=CC=C(C=C1)F)=O)CCC(O)C1=CC=C(C=C1)F (4-(4-Aminomethylphenyl)-1-(4-fluorophenyl)-3-[3-(4-fluorophenyl)-3-hydroxypropyl]-azetidin-2-one). As a reaction SMILES: [F:1][C:2]1[CH:7]=[CH:6][C:5]([N:8]2[C:11](=[O:12])[CH:10]([CH2:13][CH2:14][CH:15]([C:17]3[CH:22]=[CH:21][C:20]([F:23])=[CH:19][CH:18]=3)[OH:16])[CH:9]2[C:24]2[CH:31]=[CH:30][CH:29]=[CH:28][C:25]=2[C:26]#N)=[CH:4][CH:3]=1.[H][H].[NH3:34]>C(O)C.[Ni]>[NH2:34][CH2:28][C:29]1[CH:30]=[CH:31][C:24]([CH:9]2[N:8]([C:5]3[CH:6]=[CH:7][C:2]([F:1])=[CH:3][CH:4]=3)[C:11](=[O:12])[CH:10]2[CH2:13][CH2:14][CH:15]([C:17]2[CH:22]=[CH:21][C:20]([F:23])=[CH:19][CH:18]=2)[OH:16])=[CH:25][CH:26]=1. Procedure details: 200 mg of {1-(4-fluorophenyl)-3-[3-(4-fluorophenyl)-3-hydroxypropyl]-4-oxoazetidin-2-yl}-benzonitrile (16) were dissolved in 20 ml of ethanol and, with 0.5 ml of conc. ammonia, hydrogenated over Raney nickel at a hydrogen pressure of 75 bar and at 25° C. for 30 hours. The catalyst was filtered off with suction, the mixture was concentrated under reduced pressure and the residue was purified by column filtration (SiO2, CH2Cl2/methanol/conc. NH3=100:10:1). This gave the product of molecular weight... Solvent: C(C)N(CC)CC (triethylamine). The product is CC(=O)OCC1=C(N2[C@@H]([C@@H](C2=O)NC(=O)[C@@H](C=3C=CC=CC3)N)SC1)C(=O)O (cephaloglycin). Procedure: To a suspension consisting of 4.23 g. of cephaloglycin monohydrate, 3.0 g. of anhydrous magnesium sulfate, and 70 ml. of methylene chloride are added 3.1 ml. of triethylamine and after stirring the mixture for one hour at room temperature, magnesium sulfate was filtered off to provide a triethylamine salt solution of cephaloglycin. To the solution was added dropwise a solution of nicotinoyl chloride N-oxide prepared by adding dropwise 0.73 ml. of thionyl chloride to a solution consisting of 1.39... Reaction SMILES: [CH3:1][C:2]([O:4][CH2:5][C:6]1[CH2:25][S:24][C@@H:9]2[C@H:10]([NH:13][C:14]([C@H:16]([NH2:23])[C:17]3[CH:22]=[CH:21][CH:20]=[CH:19][CH:18]=3)=[O:15])[C:11](=[O:12])[N:8]2[C:7]=1[C:26]([OH:28])=[O:27])=[O:3].O.S([O-])([O-])(=O)=O.[Mg+2].C(Cl)Cl>C(N(CC)CC)C>[CH3:1][C:2]([O:4][CH2:5][C:6]1[CH2:25][S:24][C@@H:9]2[C@H:10]([NH:13][C:14]([C@H:16]([NH2:23])[C:17]3[CH:22]=[CH:21][CH:20]=[CH:19][CH:18]=3)=[O:15])[C:11](=[O:12])[N:8]2[C:7]=1[C:26]([OH:28])=[O:27])=[O:3] |f:0.1,2.3|. The reactants are CC(=O)OCC1=C(N2[C@@H]([C@@H](C2=O)NC(=O)[C@@H](C3=CC=CC=C3)N)SC1)C(=O)O.O (cephaloglycin monohydrate), S(=O)(=O)([O-])[O-].[Mg+2] (magnesium sulfate), C(Cl)Cl (methylene chloride). Reactants: O=C=Nc1cc(NS(=O)(=O)CCl)c(Cl)cc1F, O=C(O)C1CC(F)CN1, C1CCOC1. The product is O=C(O)C1CC(F)CN1C(=O)Nc1cc(NS(=O)(=O)CCl)c(Cl)cc1F. As a reaction SMILES: [Cl:1][CH2:2][S:3](=[O:4])(=[O:5])[NH:6][c:7]1[c:8]([Cl:17])[cH:9][c:10]([F:16])[c:11]([N:13]=[C:14]=[O:15])[cH:12]1.[F:18][CH:19]1[CH2:20][CH:21]([C:24](=[O:25])[OH:26])[NH:22][CH2:23]1.[O:27]1[CH2:28][CH2:29][CH2:30][CH2:31]1>>[Cl:1][CH2:2][S:3](=[O:4])(=[O:5])[NH:6][c:7]1[c:8]([Cl:17])[cH:9][c:10]([F:16])[c:11]([NH:13][C:14](=[O:15])[N:22]2[CH:21]([C:24](=[O:25])[OH:26])[CH2:20][CH:19]([F:18])[CH2:23]2)[cH:12]1. The reactants are C(C)(=O)OC=1C=C2C(=NC=NC2=CC1OC)NC1=CC(=C(C=C1)F)Cl (4-((3-chloro-4-fluorophenyl)amino)-7-methoxyquinazolin-6-yl acetate), C(=O)([O-])[O-].[K+].[K+] (K2CO3), ClCCCN1CC=2N(CC1)C(=NN2)C(F)(F)F (7-(3-chloropropyl)-3-(trifluoromethyl)-5,6,7,8-tetrahydro-[1,2,4]triazolo[4,3-a]pyrazine). Solvent: O (water), CN(C)C=O (DMF). Run at temperature 80 celsius. Yields the product ClC=1C=C(C=CC1F)NC1=NC=NC2=CC(=C(C=C12)OCCCN1CC=2N(CC1)C(=NN2)C(F)(F)F)OC (N-(3-chloro-4-fluorophenyl)-7-methoxy-6-(3-(3-(trifluoromethyl)-5,6-dihydro-[1,2,4]triazolo[4,3-a]pyrazin-7(8H)-yl)propoxy)quinazolin-4-amine). Yield: 45.5%. RXN SMILES: [C:1]([O:4][C:5]1[CH:6]=[C:7]2[C:12](=[CH:13][C:14]=1[O:15][CH3:16])[N:11]=[CH:10][N:9]=[C:8]2[NH:17][C:18]1[CH:23]=[CH:22][C:21]([F:24])=[C:20]([Cl:25])[CH:19]=1)(=O)[CH3:2].C([O-])([O-])=O.[K+].[K+].ClCC[CH2:35][N:36]1[CH2:41][CH2:40][N:39]2[C:42]([C:45]([F:48])([F:47])[F:46])=[N:43][N:44]=[C:38]2[CH2:37]1>CN(C=O)C.O>[Cl:25][C:20]1[CH:19]=[C:18]([NH:17][C:8]2[C:7]3[C:12](=[CH:13][C:14]([O:15][CH3:16])=[C:5]([O:4][CH2:1][CH2:2][CH2:35][N:36]4[CH2:41][CH2:40][N:39]5[C:42]([C:45]([F:48])([F:46])[F:47])=[N:43][N:44]=[C:38]5[CH2:37]4)[CH:6]=3)[N:11]=[CH:10][N:9]=2)[CH:23]=[CH:22][C:21]=1[F:24] |f:1.2.3|. Reported procedure: To a mixture of 4-((3-chloro-4-fluorophenyl)amino)-7-methoxyquinazolin-6-yl acetate (0.62 g) and K2CO3 (0.35 g) in 10 mL of DMF was added 7-(3-chloropropyl)-3-(trifluoromethyl)-5,6,7,8-tetrahydro-[1,2,4]triazolo[4,3-a]pyrazine (0.68 g) at rt. The reaction mixture was heated at 80° C. for 6 h, diluted with water and extracted with CH2Cl2. The combined organic phases were dried over anhydrous Na2SO4 for 1 h, and filtered. The filtrate was concentrated in vacuo and the residue was chromatographed w... Starting materials: C(C)C1=C(N)C(=CC=C1C)CC (2,6-Diethyl-3-methyl aniline), C(C)(=O)N1C(NCC1)=O (N-acetyl-2-imidazolidinone), O=P(Cl)(Cl)Cl (POCl3). The product is C(C)C1=C(NC=2NCCN2)C(=CC=C1C)CC (2-(2,6-diethyl-3-methylanilino)-2-imidazoline). RXN SMILES: [CH2:1]([C:3]1[C:9]([CH3:10])=[CH:8][CH:7]=[C:6]([CH2:11][CH3:12])[C:4]=1[NH2:5])[CH3:2].C([N:16]1[CH2:20][CH2:19][NH:18][C:17]1=O)(=O)C.O=P(Cl)(Cl)Cl>>[CH2:1]([C:3]1[C:9]([CH3:10])=[CH:8][CH:7]=[C:6]([CH2:11][CH3:12])[C:4]=1[NH:5][C:17]1[NH:18][CH2:19][CH2:20][N:16]=1)[CH3:2]. Procedure: 2,6-Diethyl-3-methyl aniline is reacted with N-acetyl-2-imidazolidinone in the presence of POCl3 to produce the imidazoline. This intermediate is treated with sodium hydroxide and water to remove the acetyl group and yield the name compound (VI). Starting materials: CO (MeOH), [BH4-].[Na+] (sodium borohydride), CC1=CC2=C(N=C(NC2=O)CN2N=C(C(=C2)C=O)C(F)(F)F)S1 (1-((6-Methyl-4-oxo-3,4-dihydrothieno[2,3-d]pyrimidin-2-yl)methyl)-3-(trifluoromethyl)-1H-pyrazole-4-carbaldehyde). Solvent: C(Cl)Cl (DCM). The product is OCC=1C(=NN(C1)CC=1NC(C2=C(N1)SC(=C2)C)=O)C(F)(F)F (2-((4-(Hydroxymethyl)-3-(trifluoromethyl)-1H-pyrazol-1-yl)methyl)-6-methylthieno[2,3-d]pyrimidin-4(3H)-one). Isolated yield 27.7%. Reaction SMILES: [CH3:1][C:2]1[S:23][C:5]2[N:6]=[C:7]([CH2:11][N:12]3[CH:16]=[C:15]([CH:17]=[O:18])[C:14]([C:19]([F:22])([F:21])[F:20])=[N:13]3)[NH:8][C:9](=[O:10])[C:4]=2[CH:3]=1.CO.[BH4-].[Na+]>C(Cl)Cl>[OH:18][CH2:17][C:15]1[C:14]([C:19]([F:20])([F:22])[F:21])=[N:13][N:12]([CH2:11][C:7]2[NH:8][C:9](=[O:10])[C:4]3[CH:3]=[C:2]([CH3:1])[S:23][C:5]=3[N:6]=2)[CH:16]=1 |f:2.3|. Reported procedure: 1-((6-Methyl-4-oxo-3,4-dihydrothieno[2,3-d]pyrimidin-2-yl)methyl)-3-(trifluoromethyl)-1H-pyrazole-4-carbaldehyde (100 mg, 0.292 mmol) was dissolved in a 1:1 DCM:MeOH solution (2 mL) and sodium borohydride (33 mg, 0.876 mmol) added. After 30 min the mixture was quenched by addition of water (1 mL) then concentrated in vacuo. Purification by flash column chromatography-silica gel and elution with 3% MeOH:DCM resulted in a white solid which was recrystallised from isopropanol and freeze dried to gi...